describe an organic reaction: reactants, conditions, products, and yield From a dataset of the Open Reaction Database (ORD), a public repository of structured organic reaction records. Starting materials: BrC1=CC=C(C=C1)C=CC1=CC=C(C=C1)Br (4,4'-dibromostilbene), C(C=C)(=O)OCC (ethyl acrylate), C(CCC)N(CCCC)CCCC (tri-n-butylamine), C1(=C(C=CC=C1)P(C1=C(C=CC=C1)C)C1=C(C=CC=C1)C)C (tri-o-tolylphosphine). Reagents/catalysts: C(C)(=O)[O-].[Pd+2].C(C)(=O)[O-] (palladium acetate). Run in CC=1C=CC(=CC1)C (p-xylene). Reaction conditions: temperature 90 celsius, time 4 hour. Yields the product BrC1=CC=C(C=C1)C=CC1=CC=C(C=C1)C=CC(=O)OCC (ethyl 4-bromostilbene-4'-acrylate). Yield: 5.6%. As a reaction SMILES: Br[C:2]1[CH:7]=[CH:6][C:5]([CH:8]=[CH:9][C:10]2[CH:15]=[CH:14][C:13]([Br:16])=[CH:12][CH:11]=2)=[CH:4][CH:3]=1.[C:17]([O:21][CH2:22][CH3:23])(=[O:20])[CH:18]=[CH2:19].C(N(CCCC)CCCC)CCC.C1(C)C=CC=CC=1P(C1C=CC=CC=1C)C1C=CC=CC=1C>C([O-])(=O)C.[Pd+2].C([O-])(=O)C.CC1C=CC(C)=CC=1>[Br:16][C:13]1[CH:14]=[CH:15][C:10]([CH:9]=[CH:8][C:5]2[CH:6]=[CH:7][C:2]([CH:19]=[CH:18][C:17]([O:21][CH2:22][CH3:23])=[O:20])=[CH:3][CH:4]=2)=[CH:11][CH:12]=1 |f:4.5.6|. Procedure details: 25.8 g (0.1 mol) of 4,4'-dibromostilbene, 10 g (0.1 mol) of ethyl acrylate, 18.5 g (0.1 mol) of tri-n-butylamine, 0.224 g (0.001 mol) of palladium acetate and 0.6 g (0.002 mol) of tri-o-tolylphosphine are added under argon to 50 ml of p-xylene. The reaction mixture is stirred at 90° C. for 4 hours. Working up gives 2 g (6% of theory) of ethyl 4-bromostilbene-4'-acrylate. Melting point 166.9° C.